From a dataset of the Open Reaction Database (ORD), a public repository of structured organic reaction records. describe an organic reaction: reactants, conditions, products, and yield Yields the product Cc1cc(Cl)ccc1NC(=S)Nc1n[nH]c2ncnc(Nc3cccc(Cl)c3)c12. Reactants: CS(C)=O, CCOC(C)=O, Cc1cc(Cl)ccc1N=C=S, Nc1n[nH]c2ncnc(Nc3cccc(Cl)c3)c12, C1COCCO1. As a reaction SMILES: [CH3:36][S:37]([CH3:38])=[O:39].[CH3:40][CH2:41][O:42][C:43](=[O:44])[CH3:45].[Cl:19][c:20]1[cH:21][c:22]([CH3:29])[c:23]([N:26]=[C:27]=[S:28])[cH:24][cH:25]1.[NH2:1][c:2]1[n:3][nH:4][c:5]2[n:6][cH:7][n:8][c:9]([NH:11][c:12]3[cH:13][c:14]([Cl:18])[cH:15][cH:16][cH:17]3)[c:10]12.[O:30]1[CH2:31][CH2:32][O:33][CH2:34][CH2:35]1>>[NH:1]([c:2]1[n:3][nH:4][c:5]2[n:6][cH:7][n:8][c:9]([NH:11][c:12]3[cH:13][c:14]([Cl:18])[cH:15][cH:16][cH:17]3)[c:10]12)[C:27]([NH:26][c:23]1[c:22]([CH3:29])[cH:21][c:20]([Cl:19])[cH:25][cH:24]1)=[S:28]. The product is CCOC(=O)CC(=O)CCc1cccc(C)c1. Reactants: Cc1cccc(CBr)c1, CCOC(=O)CC(C)=O, [Li]CCCC, CCCCCC, [H-], [Na+], C1CCOC1. RXN SMILES: [Br:23][CH2:24][c:25]1[cH:26][c:27]([CH3:31])[cH:28][cH:29][cH:30]1.[C:1]([CH2:2][C:3](=[O:4])[CH3:5])(=[O:6])[O:7][CH2:8][CH3:9].[CH2:12]([Li:13])[CH2:14][CH2:15][CH3:16].[CH3:17][CH2:18][CH2:19][CH2:20][CH2:21][CH3:22].[H-:10].[Na+:11].[O:32]1[CH2:33][CH2:34][CH2:35][CH2:36]1>>[C:1]([CH2:2][C:3](=[O:4])[CH2:5][CH2:24][c:25]1[cH:26][c:27]([CH3:31])[cH:28][cH:29][cH:30]1)(=[O:6])[O:7][CH2:8][CH3:9]. Starting materials: FC1CN(C1)C([C@@H](COC)NC(=O)C1=CN(C2=NC=C(N=C21)C2=NN(C1=CC(=CC=C21)Cl)C)COCC[Si](C)(C)C)=O (2-(6-chloro-1-methyl-1H-indazol-3-yl)-5-(2-trimethylsilanyl-ethoxymethyl)-5H-pyrrolo[2,3-b]pyrazine-7-carboxylic acid [(R)-2-(3-fluoro-azetidin-1-yl)-1-methoxymethyl-2-oxo-ethyl]-amide), C(=O)(C(F)(F)F)O (TFA), C(CN)N (ethylenediamine). Solvent: ClCCl (dichloromethane). Reaction conditions: time 2.5 hour. Yields the product FC1CN(C1)C([C@@H](COC)NC(=O)C1=CNC2=NC=C(N=C21)C2=NN(C1=CC(=CC=C21)Cl)C)=O (2-(6-chloro-1-methyl-1H-indazol-3-yl)-5H-pyrrolo[2,3-b]pyrazine-7-carboxylic acid [(R)-2-(3-fluoro-azetidin-1-yl)-1-methoxymethyl-2-oxo-ethyl]-amide). Isolated yield 65.0%. As a reaction SMILES: [F:1][CH:2]1[CH2:5][N:4]([C:6](=[O:42])[C@H:7]([NH:11][C:12]([C:14]2[C:22]3[C:17](=[N:18][CH:19]=[C:20]([C:23]4[C:31]5[C:26](=[CH:27][C:28]([Cl:32])=[CH:29][CH:30]=5)[N:25]([CH3:33])[N:24]=4)[N:21]=3)[N:16](COCC[Si](C)(C)C)[CH:15]=2)=[O:13])[CH2:8][O:9][CH3:10])[CH2:3]1.C(O)(C(F)(F)F)=O.C(N)CN>ClCCl>[F:1][CH:2]1[CH2:3][N:4]([C:6](=[O:42])[C@H:7]([NH:11][C:12]([C:14]2[C:22]3[C:17](=[N:18][CH:19]=[C:20]([C:23]4[C:31]5[C:26](=[CH:27][C:28]([Cl:32])=[CH:29][CH:30]=5)[N:25]([CH3:33])[N:24]=4)[N:21]=3)[NH:16][CH:15]=2)=[O:13])[CH2:8][O:9][CH3:10])[CH2:5]1. Reported procedure: In a 25 mL round-bottom flask, 2-(6-chloro-1-methyl-1H-indazol-3-yl)-5-(2-trimethylsilanyl-ethoxymethyl)-5H-pyrrolo[2,3-b]pyrazine-7-carboxylic acid [(R)-2-(3-fluoro-azetidin-1-yl)-1-methoxymethyl-2-oxo-ethyl]-amide (47 mg, 0.076 mmol) and TFA (1.2 ml, 15.6 mmol) were combined with dichloromethane (4 ml) to give an orange solution. The reaction mixture was stirred at room temperature for 2.5 h then concentrated under reduced pressure. The resultant crude solid was dissolved in dichloromethane (4... Reactants: C1C(CC2=CC=CC=C12)OS(=O)(=O)C (methanesulfonic acid indan-2-yl ester), C(C)#N (acetonitrile). The reagents and catalysts are [C-]#N.C(C)[N+](CC)(CC)CC (tetraethylammonium cyanide). Conditions: temperature 55 celsius. Yields the product C1C(CC2=CC=CC=C12)C#N (Indan-2-carbonitrile). The yield is 52.0%. As a reaction SMILES: [CH2:1]1[C:9]2[C:4](=[CH:5][CH:6]=[CH:7][CH:8]=2)[CH2:3][CH:2]1OS(C)(=O)=O.[C:15](#[N:17])C>[C-]#N.C([N+](CC)(CC)CC)C>[CH2:1]1[C:9]2[C:4](=[CH:5][CH:6]=[CH:7][CH:8]=2)[CH2:3][CH:2]1[C:15]#[N:17] |f:2.3|. Reported procedure: A mixture of methanesulfonic acid indan-2-yl ester (18.65 g, 87.9 mmol) and tetraethylammonium cyanide (15.10 g) in acetonitrile (180 mL) was heated to 55° C. for 5 hours, cooled and concentrated. The residue was partitioned between ethyl acetate and water, and the organic phase separated. This was dried over MgSO4 and the filtered solution was concentrated and then separated by column chromatography (dichloromethane:ethyl acetate, 6:1-1:1) to give the product as a red solid (6.51 g, 52%). The reactants are ClC1=NSC(=C1C(=O)O)C1=CC=CC=C1 (3-chloro-5-phenyl-1,2-thiazole-4-carboxylic acid). Solvent: ClC1=CC=CC=C1 (chlorobenzene). Run at temperature 50 celsius, time 12 hour. Product: ClC1=NSC(=C1CO)C1=CC=CC=C1 ((3-chloro-5-phenyl-1,2-thiazol-4-yl)methanol). Reaction SMILES: [Cl:1][C:2]1[C:6]([C:7](O)=[O:8])=[C:5]([C:10]2[CH:15]=[CH:14][CH:13]=[CH:12][CH:11]=2)[S:4][N:3]=1>ClC1C=CC=CC=1>[Cl:1][C:2]1[C:6]([CH2:7][OH:8])=[C:5]([C:10]2[CH:11]=[CH:12][CH:13]=[CH:14][CH:15]=2)[S:4][N:3]=1. Procedure: Into a 25-mL round-bottom flask purged and maintained with an inert atmosphere of nitrogen, was placed 3-chloro-5-phenyl-1,2-thiazole-4-carboxylic acid (500 mg, 1.88 mmol, 1.00 equiv, 90%), chlorobenzene (2 mL), BH3 (3.1 mL, 3.00 equiv) at 0° C. The resulting solution was stirred for 12 h at 50° C. in an oil bath. The reaction was then quenched by the addition of 10 mL of sodium bicarbonate/H2O. The resulting solution was extracted with 3×10 mL of ethyl acetate and the organic layers combined. T... Starting materials: CCC(C)(C)C(=O)c1nc2cc(OCc3ccccc3)ccc2c(=O)[nH]1, CC(=O)O, CCOC(C)=O, CO, CN(C)C=O. Product: CCC(C)(C)C(=O)c1nc2cc(O)ccc2c(=O)[nH]1. As a reaction SMILES: [CH2:1]([c:2]1[cH:3][cH:4][cH:5][cH:6][cH:7]1)[O:8][c:9]1[cH:10][cH:11][c:12]2[c:13](=[O:26])[nH:14][c:15]([C:19]([C:20]([CH2:21][CH3:22])([CH3:23])[CH3:24])=[O:25])[n:16][c:17]2[cH:18]1.[CH3:27][C:28](=[O:29])[OH:30].[CH3:31][CH2:32][O:33][C:34](=[O:35])[CH3:36].[CH3:37][OH:38].[O:39]=[CH:40][N:41]([CH3:42])[CH3:43]>>[OH:8][c:9]1[cH:10][cH:11][c:12]2[c:13](=[O:26])[nH:14][c:15]([C:19]([C:20]([CH2:21][CH3:22])([CH3:23])[CH3:24])=[O:25])[n:16][c:17]2[cH:18]1. Reactants: CC(C)(C)OC(=O)N1CCC(NCc2ccccc2)C(F)(F)C1, CO. Product: CC(C)(C)OC(=O)N1CCC(N)C(F)(F)C1. Reaction SMILES: [C:1]([CH3:2])([CH3:3])([CH3:4])[O:5][C:6](=[O:7])[N:8]1[CH2:9][C:10]([F:22])([F:23])[CH:11]([NH:14][CH2:15][c:16]2[cH:17][cH:18][cH:19][cH:20][cH:21]2)[CH2:12][CH2:13]1.[CH3:24][OH:25]>>[C:1]([CH3:2])([CH3:3])([CH3:4])[O:5][C:6](=[O:7])[N:8]1[CH2:9][C:10]([F:22])([F:23])[CH:11]([NH2:14])[CH2:12][CH2:13]1.